Dataset: the Open Reaction Database (ORD), a public repository of structured organic reaction records. Task: describe an organic reaction: reactants, conditions, products, and yield The reactants are Cl (hydrochloric acid), C(CC)SC1CCN(CC1)C1=CC=C(C=C1)N1CCN(CC1)C1=CC=C(C(=O)O)C=C1 (4-[1-[4-(4-propylthiopiperidin-1-yl)phenyl]piperazin-4-yl]benzoic acid), ON1N=NC2=C1C=CC=C2 (1-hydroxybenzotriazole), Cl.C(C)N=C=NCCCN(C)C (1-ethyl-3-(3′-dimethylaminopropyl)carbodiimide hydrochloride). Solvent: ClCCl (dichloromethane), C(C)N(CC)CC (triethylamine), ClCCl (dichloromethane). Run at time 15 minute. Yields the product N1(N=NC2=C1C=CC=C2)OC(C2=CC=C(C=C2)N2CCN(CC2)C2=CC=C(C=C2)N2CCC(CC2)SCCC)=O (4-[1-[4-(4-propylthiopiperidin-1-yl)phenyl)piperazin-4-yl]benzoic acid benzotriazol-1-yl ester). The yield is 83.8%. As a reaction SMILES: [CH2:1]([S:4][CH:5]1[CH2:10][CH2:9][N:8]([C:11]2[CH:16]=[CH:15][C:14]([N:17]3[CH2:22][CH2:21][N:20]([C:23]4[CH:31]=[CH:30][C:26]([C:27]([OH:29])=[O:28])=[CH:25][CH:24]=4)[CH2:19][CH2:18]3)=[CH:13][CH:12]=2)[CH2:7][CH2:6]1)[CH2:2][CH3:3].O[N:33]1[C:37]2[CH:38]=[CH:39][CH:40]=[CH:41][C:36]=2[N:35]=[N:34]1.Cl.C(N=C=NCCCN(C)C)C.Cl>ClCCl.C(N(CC)CC)C>[N:33]1([O:28][C:27](=[O:29])[C:26]2[CH:25]=[CH:24][C:23]([N:20]3[CH2:19][CH2:18][N:17]([C:14]4[CH:13]=[CH:12][C:11]([N:8]5[CH2:7][CH2:6][CH:5]([S:4][CH2:1][CH2:2][CH3:3])[CH2:10][CH2:9]5)=[CH:16][CH:15]=4)[CH2:22][CH2:21]3)=[CH:31][CH:30]=2)[C:37]2[CH:38]=[CH:39][CH:40]=[CH:41][C:36]=2[N:35]=[N:34]1 |f:2.3|. Procedure details: To a solution of 4-[1-[4-(4-propylthiopiperidin-1-yl)phenyl]piperazin-4-yl]benzoic acid (0.98 g), 1-hydroxybenzotriazole (0.39 g) in dichloromethane (20 ml) was added 1-ethyl-3-(3′-dimethylaminopropyl)carbodiimide hydrochloride (WSCD.HCl) (0.85 g), and the mixture was stirred for 15 minutes. To the solution was added triethylamine (0.31 ml), and the mixture was stirred overnight at ambient temperature. The reaction mixture was poured into a mixture of 0.1N-hydrochloric acid (25 ml) and dichlorom... Reactants: Cl.ClC=1C=C(C=C(C1)Cl)C1(CN=C(C1)C=1C=C2COC3(C2=CC1)CNC3)C(F)(F)F (5′-(3-(3,5-dichlorophenyl)-3-(trifluoromethyl)-3,4-dihydro-2H-pyrrol-5-yl)-3′H-spiro[azetidine-3,1′-isobenzofuran]hydrochloride), TEA, CS(=O)(=O)CC(=O)O (methane sulfonyl acetic acid), C=1C=CC2=C(C1)N=NN2O (HOBt), CCN=C=NCCCN(C)C.Cl (EDC.HCl). Run in CN(C)C=O (DMF). Run at time 16 hour. Product: ClC=1C=C(C=C(C1)Cl)C1(CN=C(C1)C=1C=C2COC3(C2=CC1)CN(C3)C(CS(=O)(=O)C)=O)C(F)(F)F (1-(5′-(3-(3,5-dichlorophenyl)-3-(trifluoromethyl)-3,4-dihydro-2H-pyrrol-5-yl)-3′H-spiro[azetidine-3,1′-isobenzofuran]-1-yl)-2-(methylsulfonyl)ethanone). Isolated yield 74.5%. As a reaction SMILES: Cl.[Cl:2][C:3]1[CH:4]=[C:5]([C:10]2([C:27]([F:30])([F:29])[F:28])[CH2:14][C:13]([C:15]3[CH:16]=[C:17]4[C:21](=[CH:22][CH:23]=3)[C:20]3([CH2:26][NH:25][CH2:24]3)[O:19][CH2:18]4)=[N:12][CH2:11]2)[CH:6]=[C:7]([Cl:9])[CH:8]=1.[CH3:31][S:32]([CH2:35][C:36](O)=[O:37])(=[O:34])=[O:33].C1C=CC2N(O)N=NC=2C=1.CCN=C=NCCCN(C)C.Cl>CN(C=O)C>[Cl:9][C:7]1[CH:6]=[C:5]([C:10]2([C:27]([F:29])([F:28])[F:30])[CH2:14][C:13]([C:15]3[CH:16]=[C:17]4[C:21](=[CH:22][CH:23]=3)[C:20]3([CH2:24][N:25]([C:36](=[O:37])[CH2:35][S:32]([CH3:31])(=[O:34])=[O:33])[CH2:26]3)[O:19][CH2:18]4)=[N:12][CH2:11]2)[CH:4]=[C:3]([Cl:2])[CH:8]=1 |f:0.1,4.5|. Procedure: To the stirred solution of 5′-(3-(3,5-dichlorophenyl)-3-(trifluoromethyl)-3,4-dihydro-2H-pyrrol-5-yl)-3′H-spiro[azetidine-3,1′-isobenzofuran]hydrochloride (Preparation 13, 0.46 g, 0.963 mmol) in DMF (10 mL) was added TEA (0.67 mL, 4.81 mmol), methane sulfonyl acetic acid (0.266 g, 1.93 mmol) followed by addition of HOBt (0.13 g, 0.96 mmol) and EDC.HCl (0.276 g, 1.44 mmol) at room temperature. Resulting reaction mixture was stirred at room temperature for 16 hours. After complete conversion of st... Product: COCCOc1nc(C(F)(F)F)ccc1C=CC(=O)NCc1cc(F)c(NS(C)(=O)=O)c(C#N)c1. RXN SMILES: [CH3:18][O:19][CH2:20][CH2:21][O:22][c:23]1[n:24][c:25]([C:34]([F:35])([F:36])[F:37])[cH:26][cH:27][c:28]1[CH:29]=[CH:30][C:31](=[O:32])[OH:33].[ClH:17].[NH2:1][CH2:2][c:3]1[cH:4][c:5]([C:15]#[N:16])[c:6]([NH:10][S:11](=[O:12])(=[O:13])[CH3:14])[c:7]([F:9])[cH:8]1>>[NH:1]([CH2:2][c:3]1[cH:4][c:5]([C:15]#[N:16])[c:6]([NH:10][S:11](=[O:12])(=[O:13])[CH3:14])[c:7]([F:9])[cH:8]1)[C:31]([CH:30]=[CH:29][c:28]1[c:23]([O:22][CH2:21][CH2:20][O:19][CH3:18])[n:24][c:25]([C:34]([F:35])([F:36])[F:37])[cH:26][cH:27]1)=[O:32]. Reactants: COCCOc1nc(C(F)(F)F)ccc1C=CC(=O)O, Cl, CS(=O)(=O)Nc1c(F)cc(CN)cc1C#N. Reactants: C(C)(=O)C1=CC=CC=C1 (Acetophenone), C(C1=CC=C(C=C1)OC)=O (p-Anisaldehyde), [OH-].[Na+] (sodium hydroxide), CO (methanol). Reported procedure: Acetophenone (0.5 g) and sodium hydroxide (0.17 g) were suspended in 15 Ml of methanol pre-chilled at −10° C. p-Anisaldehyde (0.57 g) was added thereto, and stirred for 10 hr at room temperature. After neutralization with 5% hydrochloric acid solution, the product was extracted with 100 Ml of ethylacetate. The extracted organic phase was dried with anhydrous magnesium sulfate, and concentrated under vacuum evaporator. Purified compound was obtained by elution with n-hexane:ethylacetate (v/v, 1:7... Reaction SMILES: [C:1]([C:4]1[CH:9]=[CH:8][CH:7]=[CH:6][CH:5]=1)(=[O:3])[CH3:2].[OH-].[Na+].CO.[CH:14](=O)[C:15]1[CH:20]=[CH:19][C:18]([O:21][CH3:22])=[CH:17][CH:16]=1>C(OC(=O)C)C>[CH3:22][O:21][C:18]1[CH:19]=[CH:20][C:15]([CH:14]=[CH:2][C:1]([C:4]2[CH:9]=[CH:8][CH:7]=[CH:6][CH:5]=2)=[O:3])=[CH:16][CH:17]=1 |f:1.2|. Reaction conditions: time 10 hour. Yields the product COC1=CC=C(C=C1)C=CC(=O)C1=CC=CC=C1 (4-methoxychalcone). Solvent: C(C)OC(C)=O (ethylacetate). The reactants are CN(C=NS(=O)(=O)C=1N(N=C2C=CC=C(C12)OCCF)C)C (N1,N1 -dimethyl-N2 -{[4-(2-fluoroethoxy)-2-methyl-2H-indazol-3-yl]sulfonyl}formamidine), Cl (hydrochloric acid). Solvent: C(C)O (ethanol). Yields the product FCCOC=1C2=C(N(N=C2C=CC1)C)S(=O)(=O)N (4-(2-fluoroethoxy)-2-methyl-2H-indazole-3-sulfonamide). Isolated yield 84.8%. Reaction SMILES: CN(C)C=[N:4][S:5]([C:8]1[N:9]([CH3:21])[N:10]=[C:11]2[C:16]=1[C:15]([O:17][CH2:18][CH2:19][F:20])=[CH:14][CH:13]=[CH:12]2)(=[O:7])=[O:6].Cl>C(O)C>[F:20][CH2:19][CH2:18][O:17][C:15]1[C:16]2[C:11]([CH:12]=[CH:13][CH:14]=1)=[N:10][N:9]([CH3:21])[C:8]=2[S:5]([NH2:4])(=[O:6])=[O:7]. Procedure: A mixture comprising 3.4 g of N1,N1 -dimethyl-N2 -{[4-(2-fluoroethoxy)-2-methyl-2H-indazol-3-yl]sulfonyl}formamidine, 5 ml of concentrated hydrochloric acid and 50 ml of ethanol, was refluxed for 12 hours. Disappearance of the starting material was confirmed by TLC, and then ethanol was distilled off. Water was added to the residue, whereupon the formed crystals were collected by filtration and washed with water and IPE to obtain 2.4 g (yield: 85%) of the desired product. Melting point: 178°-180...